The task is: describe an organic reaction: reactants, conditions, products, and yield. This data is from the Open Reaction Database (ORD), a public repository of structured organic reaction records. Reactants: CC(=O)O, [Cl-], Cl, CON=C(C(=O)O)c1cccc(N)n1, O. Product: CON=C(C(=O)O)c1nc(N)ccc1Cl. As a reaction SMILES: [CH3:16][C:17](=[O:18])[OH:19].[Cl-:20].[ClH:1].[NH2:2][c:3]1[cH:4][cH:5][cH:6][c:7]([C:9]([C:10](=[O:11])[OH:12])=[N:13][O:14][CH3:15])[n:8]1.[OH2:21]>>[Cl:1][c:6]1[cH:5][cH:4][c:3]([NH2:2])[n:8][c:7]1[C:9]([C:10](=[O:11])[OH:12])=[N:13][O:14][CH3:15]. The reactants are S(=O)(=O)(Cl)Cl (Sulfuryl chloride), ClC1=CC=C(CON=C(C(=O)OCC)C(C)=O)C=C1 (ethyl 2-(4-chlorobenzyloxyimino)-3-oxobutyrate). Run in C(C)(=O)O (acetic acid). Run at time 8 hour. Product: ClCC(C(C(=O)OCC)=NOCC1=CC=C(C=C1)Cl)=O (ethyl 4-chloro-2-(4-chlorobenzyloxyimino)-3-oxobutyrate). Isolated yield 91.8%. RXN SMILES: S(Cl)([Cl:4])(=O)=O.[Cl:6][C:7]1[CH:24]=[CH:23][C:10]([CH2:11][O:12][N:13]=[C:14]([C:20](=[O:22])[CH3:21])[C:15]([O:17][CH2:18][CH3:19])=[O:16])=[CH:9][CH:8]=1>C(O)(=O)C>[Cl:4][CH2:21][C:20](=[O:22])[C:14](=[N:13][O:12][CH2:11][C:10]1[CH:9]=[CH:8][C:7]([Cl:6])=[CH:24][CH:23]=1)[C:15]([O:17][CH2:18][CH3:19])=[O:16]. Procedure: Sulfuryl chloride (39.26 g.) was added to a solution of ethyl 2-(4-chlorobenzyloxyimino)-3-oxobutyrate (syn isomer, 75.03 g.), in acetic acid (75 ml.), and then stirred at 37° to 40° C. for 8 hours. After air was bubbled into the reaction mixture, the mixture was added to ice water. The mixture was extracted with methylene chloride, and the extract was washed with sodium bicarbonate saturated aqueous solution and sodium chloride saturated aqueous solution in turn. The solution was dried over mag... The reactants are CCCC[N+](CCCC)(CCCC)CCCC, Cc1ccccc1, Fc1ccc2[nH]ccc2c1, [Na+], [OH-], O=S(=O)(Cl)Cl, O=S(=O)([O-])O, c1ccccc1. Product: O=S(=O)(c1ccccc1)n1ccc2cc(F)ccc21. As a reaction SMILES: [CH2:29]([N+:30]([CH2:31][CH2:32][CH2:33][CH3:34])([CH2:35][CH2:36][CH2:37][CH3:38])[CH2:39][CH2:40][CH2:41][CH3:42])[CH2:43][CH2:44][CH3:45].[CH3:46][c:47]1[cH:48][cH:49][cH:50][cH:51][cH:52]1.[F:1][c:2]1[cH:3][c:4]2[cH:5][cH:6][nH:7][c:8]2[cH:9][cH:10]1.[Na+:12].[OH-:11].[S:13](=[O:14])(=[O:15])([Cl:16])[Cl:17].[S:24]([O-:25])([OH:26])(=[O:27])=[O:28].[cH:18]1[cH:19][cH:20][cH:21][cH:22][cH:23]1>>[F:1][c:2]1[cH:3][c:4]2[cH:5][cH:6][n:7]([S:13](=[O:14])(=[O:15])[c:18]3[cH:19][cH:20][cH:21][cH:22][cH:23]3)[c:8]2[cH:9][cH:10]1. Starting materials: C(C)[Mg]Br (Ethylmagnesium bromide), ClC=1C=CC(=C2N3C(=NC21)N(CCC3)C3=C(C=C(C=C3)Cl)Cl)C=O (9-chloro-1-(2,4-dichlorophenyl)-1,2,3,4-tetrahydropyrimido[1,2-a]benzimidazole-6-carbaldehyde). The solvent is O1CCCC1 (tetrahydrofuran). Run at temperature 0 celsius, time 1 hour. Yields the product ClC1=CC=C(C=2N3C(=NC21)N(CCC3)C3=C(C=C(C=C3)Cl)Cl)C(CC)O (1-[9-Chloro-1-(2,4-dichlorophenyl)-1,2,3,4-tetrahydropyrimido[1,2-a]benzimidazol-6-yl]propan-1-ol). Isolated yield 92.0%. RXN SMILES: [CH2:1]([Mg]Br)[CH3:2].[Cl:5][C:6]1[CH:7]=[CH:8][C:9]([CH:27]=[O:28])=[C:10]2[C:14]=1[N:13]=[C:12]1[N:15]([C:19]3[CH:24]=[CH:23][C:22]([Cl:25])=[CH:21][C:20]=3[Cl:26])[CH2:16][CH2:17][CH2:18][N:11]21>O1CCCC1>[Cl:5][C:6]1[C:14]2[N:13]=[C:12]3[N:15]([C:19]4[CH:24]=[CH:23][C:22]([Cl:25])=[CH:21][C:20]=4[Cl:26])[CH2:16][CH2:17][CH2:18][N:11]3[C:10]=2[C:9]([CH:27]([OH:28])[CH2:1][CH3:2])=[CH:8][CH:7]=1. Procedure details: Ethylmagnesium bromide (3.0 M solution in diethyl ether, 1.1 mL, 3.3 mmol) was added to a stirred solution of 9-chloro-1-(2,4-dichlorophenyl)-1,2,3,4-tetrahydropyrimido[1,2-a]benzimidazole-6-carbaldehyde (1.00 g, 2.63 mmol) in tetrahydrofuran (13 mL) at 0° C., and the mixture was stirred at 0° C. for 1 hr. The reaction was quenched by aqueous saturated ammonium chloride, and the mixture was extracted with ethyl acetate. The combined organic layer was washed with brine, dried over anhydrous magne... The reactants are COCCOC, CC(C)(C)[O-], Cc1sc(-c2ccccc2)nc1COc1cc(COc2ncccc2C=O)on1, CO, [K+], O, [C-]#[N+]CS(=O)(=O)c1ccccc1C. The product is Cc1sc(-c2ccccc2)nc1COc1cc(COc2ncccc2CC#N)on1. As a reaction SMILES: [CH2:51]([CH2:52][O:53][CH3:54])[O:55][CH3:56].[CH3:1][C:2]([CH3:3])([O-:4])[CH3:5].[CH3:20][c:21]1[c:22]([CH2:32][O:33][c:34]2[n:35][o:36][c:37]([CH2:39][O:40][c:41]3[c:42]([CH:43]=[O:44])[cH:45][cH:46][cH:47][n:48]3)[cH:38]2)[n:23][c:24](-[c:26]2[cH:27][cH:28][cH:29][cH:30][cH:31]2)[s:25]1.[CH3:49][OH:50].[K+:6].[OH2:57].[c:7]1([CH3:8])[c:9]([S:10](=[O:12])(=[O:13])[CH2:16][N+:17]#[C-:11])[cH:14][cH:15][cH:18][cH:19]1>>[C:16](#[N:17])[CH2:43][c:42]1[c:41]([O:40][CH2:39][c:37]2[o:36][n:35][c:34]([O:33][CH2:32][c:22]3[c:21]([CH3:20])[s:25][c:24](-[c:26]4[cH:27][cH:28][cH:29][cH:30][cH:31]4)[n:23]3)[cH:38]2)[n:48][cH:47][cH:46][cH:45]1. The reactants are solution, Cl (hydrogen chloride), C=O (formaldehyde), C(C)(=O)O[BH-](OC(C)=O)OC(C)=O.[Na+] (sodium triacetoxyborohydride), C(C1=CC=CC=C1)OC(=O)NC[C@@H](CN1CCN(CC1)C(=O)OC(C)(C)C)O (tert-butyl 4-[(2S)-3-benzyloxycarbonylamino-2-hydroxy-propyl]piperazine-1-carboxylate). Run in O1CCOCC1 (dioxane), ClCCl (dichloromethane), C(C)(=O)O (acetic acid), ClCCl (dichloromethane), O (water). Run at time 0.5 hour. The product is O[C@@H](CNC(OCC1=CC=CC=C1)=O)CN1CCN(CC1)C (benzyl N-[(2S)-2-hydroxy-3-(4-methylpiperazin-1-yl)propyl]carbamate). Yield: 73.9%. RXN SMILES: [CH2:1]([O:8][C:9]([NH:11][CH2:12][C@H:13]([OH:28])[CH2:14][N:15]1[CH2:20][CH2:19][N:18]([C:21](OC(C)(C)C)=O)[CH2:17][CH2:16]1)=[O:10])[C:2]1[CH:7]=[CH:6][CH:5]=[CH:4][CH:3]=1.Cl.C=O.C(O[BH-](OC(=O)C)OC(=O)C)(=O)C.[Na+]>ClCCl.O1CCOCC1.O.C(O)(=O)C>[OH:28][C@H:13]([CH2:14][N:15]1[CH2:20][CH2:19][N:18]([CH3:21])[CH2:17][CH2:16]1)[CH2:12][NH:11][C:9](=[O:10])[O:8][CH2:1][C:2]1[CH:7]=[CH:6][CH:5]=[CH:4][CH:3]=1 |f:3.4|. Procedure details: Tert-butyl 4-[(2S)-3-benzyloxycarbonylamino-2-hydroxy-propyl]piperazine-1-carboxylate 21a (1.45 g, 3.70 mmol) was dissolved in 30 mL of dichloromethane followed by the addition of 20 mL of a 4 M solution of hydrogen chloride in dioxane. The reaction solution was stirred for 0.5 hours and concentrated under reduced pressure. The residue was added with 40 mL of dichloromethane, formaldehyde (222 mg, 7.40 mmol) and 0.1 mL of acetic acid successively. The resulting solution was stirred for 0.5 hours... The reactants are N1C=C(C2=CC=CC=C12)C1C(NCCN1)=O (3-(3-indolyl)-piperazin-2-one), C(C1=CC=CC=C1)Cl (benzyl chloride). Yields the product N1C=C(C2=CC=CC=C12)C1C(NCCN1CC1=CC=CC=C1)=O (3-(3-indolyl)-4-benzylpiperazin-2-one). RXN SMILES: [NH:1]1[C:9]2[C:4](=[CH:5][CH:6]=[CH:7][CH:8]=2)[C:3]([CH:10]2[NH:15][CH2:14][CH2:13][NH:12][C:11]2=[O:16])=[CH:2]1.[CH2:17](Cl)[C:18]1[CH:23]=[CH:22][CH:21]=[CH:20][CH:19]=1>>[NH:1]1[C:9]2[C:4](=[CH:5][CH:6]=[CH:7][CH:8]=2)[C:3]([CH:10]2[N:15]([CH2:17][C:18]3[CH:23]=[CH:22][CH:21]=[CH:20][CH:19]=3)[CH2:14][CH2:13][NH:12][C:11]2=[O:16])=[CH:2]1. Procedure details: 21.5 g (0.1 mol) of 3-(3-indolyl)-piperazin-2-one, prepared in accordance with Example 30, are alkylated with benzyl chloride as described in Example 2. The reactants are O=C([O-])[O-], CN(C)C=O, COc1cc2ncnc(Cl)c2cc1OC, [K+], [K+], O, Oc1ccc(I)cc1. The product is COc1cc2ncnc(Oc3ccc(I)cc3)c2cc1OC. As a reaction SMILES: [C:16](=[O:17])([O-:18])[O-:19].[CH3:31][N:32]([CH3:33])[CH:34]=[O:35].[Cl:1][c:2]1[n:3][cH:4][n:5][c:6]2[cH:7][c:8]([O:14][CH3:15])[c:9]([O:12][CH3:13])[cH:10][c:11]12.[K+:20].[K+:21].[OH2:30].[OH:22][c:23]1[cH:24][cH:25][c:26]([I:27])[cH:28][cH:29]1>>[c:2]1([O:22][c:23]2[cH:24][cH:25][c:26]([I:27])[cH:28][cH:29]2)[n:3][cH:4][n:5][c:6]2[cH:7][c:8]([O:14][CH3:15])[c:9]([O:12][CH3:13])[cH:10][c:11]12.